This data is from the Open Reaction Database (ORD), a public repository of structured organic reaction records. The task is: describe an organic reaction: reactants, conditions, products, and yield Starting materials: C=1C=CC(=CC1)P(C=2C=CC=CC2)C3=CC=C4C=CC=CC4=C3C5=C6C=CC=CC6=CC=C5P(C=7C=CC=CC7)C=8C=CC=CC8 (BINAP), C([O-])([O-])=O.[Cs+].[Cs+] (caesium carbonate), ClC1=NC2=CC=CC=C2C=C1 (2-Chloroquinoline), N1(CCNCC1)C(=O)OC(C)(C)C (tert-butyl piperazine-1-carboxylate). Reagents/catalysts: C(C)(=O)[O-].[Pd+2].C(C)(=O)[O-] (Palladium acetate). Solvent: O1CCOCC1 (1,4-dioxane), C(C)(=O)OCC (ethyl acetate), O1CCOCC1 (1,4-dioxane). Conditions: temperature 110 celsius, time 3 hour. Yields the product C1=NC(=CC2=CC=CC=C12)N1CCN(CC1)C(=O)OC(C)(C)C (tert-Butyl 4-(3-isoquinolyl)piperazine-1-carboxylate). The yield is 32.1%. Reaction SMILES: C1C=CC(P(C2C(C3C(P(C4C=CC=CC=4)C4C=CC=CC=4)=CC=C4C=3C=CC=C4)=C3C(C=CC=C3)=CC=2)C2C=CC=CC=2)=CC=1.C(=O)([O-])[O-].[Cs+].[Cs+].Cl[C:54]1[CH:63]=[CH:62][C:61]2[C:56](=[CH:57][CH:58]=[CH:59][CH:60]=2)[N:55]=1.[N:64]1([C:70]([O:72][C:73]([CH3:76])([CH3:75])[CH3:74])=[O:71])[CH2:69][CH2:68][NH:67][CH2:66][CH2:65]1>O1CCOCC1.C(OCC)(=O)C.C([O-])(=O)C.[Pd+2].C([O-])(=O)C>[CH:56]1[C:61]2[C:62](=[CH:57][CH:58]=[CH:59][CH:60]=2)[CH:63]=[C:54]([N:67]2[CH2:66][CH2:65][N:64]([C:70]([O:72][C:73]([CH3:76])([CH3:75])[CH3:74])=[O:71])[CH2:69][CH2:68]2)[N:55]=1 |f:1.2.3,8.9.10|. Procedure: Palladium acetate (63 mg, 0.8 mmol), BINAP (250 mg, 0.4 mmol) and caesium carbonate (1.3 g, 4 mmol) were suspended in anhydrous 1,4-dioxane (9 ml) under an argon atmosphere and sonicated for 40 minutes. 2-Chloroquinoline (343 mg, 2 mmol) and tert-butyl piperazine-1-carboxylate (373 mg, 2 mmol) were dissolved in anhydrous 1,4-dioxane (3 ml) and the resulting solution was added to the catalyst-containing mixture. The resulting mixture was stirred at 110° C. for three hours, cooled to room temperat... The reactants are CC(c1ccccc1)N1CC2(OCCO2)C(C)(C)C1=O, CC(C)=O, Cl, Cc1ccc(S(=O)(=O)O)cc1. The product is CC(c1ccccc1)N1CC(=O)C(C)(C)C1=O. As a reaction SMILES: [CH3:1][C:2]1([CH3:20])[C:3](=[O:19])[N:4]([CH:11]([CH3:12])[c:13]2[cH:14][cH:15][cH:16][cH:17][cH:18]2)[CH2:5][C:6]12[O:7][CH2:10][CH2:9][O:8]2.[CH3:33][C:34](=[O:35])[CH3:36].[ClH:21].[c:22]1([CH3:23])[cH:24][cH:25][c:26]([S:27]([OH:28])(=[O:29])=[O:30])[cH:31][cH:32]1>>[CH3:1][C:2]1([CH3:20])[C:3](=[O:19])[N:4]([CH:11]([CH3:12])[c:13]2[cH:14][cH:15][cH:16][cH:17][cH:18]2)[CH2:5][C:6]1=[O:7]. Reactants: C1(=CC=CC=C1)O (phenol), C([O-])([O-])=O.[K+].[K+] (potassium carbonate), BrC1=CC(=C(C=C1)Cl)CBr (4-bromo-2-bromomethyl-1-chloro-benzene). The solvent is C(C)O (ethanol). Product: BrC1=CC(=C(C=C1)Cl)COC1=CC=CC=C1 (4-bromo-1-chloro-2-phenoxymethyl-benzene). Reaction SMILES: [C:1]1([OH:7])[CH:6]=[CH:5][CH:4]=[CH:3][CH:2]=1.C(=O)([O-])[O-].[K+].[K+].[Br:14][C:15]1[CH:20]=[CH:19][C:18]([Cl:21])=[C:17]([CH2:22]Br)[CH:16]=1>C(O)C>[Br:14][C:15]1[CH:20]=[CH:19][C:18]([Cl:21])=[C:17]([CH2:22][O:7][C:1]2[CH:6]=[CH:5][CH:4]=[CH:3][CH:2]=2)[CH:16]=1 |f:1.2.3|. Procedure details: To a mixture of 7.1 g phenol and 11.1 g potassium carbonate in 100 mL ethanol are added 19.5 g 4-bromo-2-bromomethyl-1-chloro-benzene. The mixture is stirred at ambient temperature over night. The ethanol is evaporated, and water is added to the residue. The resulting mixture is extracted with ethyl acetate, the combined extracts are dried over sodium sulfate, and the solvent is removed. The residue is purified by chromatography on silica gel (cyclohexane/ethyl acetate 70:30). Starting materials: NC1=CC(=C(C(=O)O)C=C1Cl)OC (4-amino-5-chloro-2-methoxybenzoic acid), C[Si](C)(C)C=[N+]=[N-] ((trimethylsilyl)diazomethane). The solvent is C1(=CC=CC=C1)C (toluene), CO (methanol). Conditions: time 16 hour. The product is NC1=CC(=C(C(=O)OC)C=C1Cl)OC (Methyl 4-Amino-5-chloro-2-methoxybenzoate). Reaction SMILES: [NH2:1][C:2]1[C:10]([Cl:11])=[CH:9][C:5]([C:6]([OH:8])=[O:7])=[C:4]([O:12][CH3:13])[CH:3]=1.[CH3:14][Si](C=[N+]=[N-])(C)C>C1(C)C=CC=CC=1.CO>[NH2:1][C:2]1[C:10]([Cl:11])=[CH:9][C:5]([C:6]([O:8][CH3:14])=[O:7])=[C:4]([O:12][CH3:13])[CH:3]=1. Procedure details: To a solution of 4-amino-5-chloro-2-methoxybenzoic acid (1.008 g, 5.0 mmol) in a mixture of toluene (9 mL) and methanol (1 mL) at 0° C. was added (trimethylsilyl)diazomethane (2.0 M in hexane, 3.0 mL, 6.0 mmol) dropwise. The reaction mixture was then warmed to room temperature and stirred for 16 h. Excess (trimethylsilyl)diazomethane was quenched by adding acetic acid until the bright yellow color of the reaction mixture disappeared. The mixture was then concentrated in vacuo to give the title c... Reactants: O=C(O)CCCCCCCCCCBr, CO, Cl. Product: COC(=O)CCCCCCCCCCBr. As a reaction SMILES: [Br:1][CH2:2][CH2:3][CH2:4][CH2:5][CH2:6][CH2:7][CH2:8][CH2:9][CH2:10][CH2:11][C:12](=[O:13])[OH:14].[CH3:16][OH:17].[ClH:15]>>[Br:1][CH2:2][CH2:3][CH2:4][CH2:5][CH2:6][CH2:7][CH2:8][CH2:9][CH2:10][CH2:11][C:12](=[O:13])[O:14][CH3:16]. Starting materials: Nc1ccc(Br)cc1F, C1CCOC1, [Li]CCCC, C[Si](C)(C)Cl, Cl. The product is C[Si](C)(C)c1ccc(N)c(F)c1. RXN SMILES: [Br:1][c:2]1[cH:3][c:4]([F:9])[c:5]([NH2:8])[cH:6][cH:7]1.[CH2:21]1[O:22][CH2:23][CH2:24][CH2:25]1.[CH3:10][CH2:11][CH2:12][CH2:13][Li:14].[CH3:15][Si:16]([CH3:17])([CH3:18])[Cl:19].[ClH:20]>>[c:2]1([Si:16]([CH3:15])([CH3:17])[CH3:18])[cH:3][c:4]([F:9])[c:5]([NH2:8])[cH:6][cH:7]1. Starting materials: FC(C(=O)O)(F)F.ClC1=CC=C2C(=C1)NC(C21C(NC(C1C1=CC(=CC(=C1)F)Cl)C(=O)O)CC(C)(C)C)=O (rac-(2′S,3′R,4′S,5′R)-6-chloro-4′-(3-chloro-5-fluoro-phenyl)-2′-(2,2-dimethyl-propyl)-2-oxo-1,2-dihydro-spiro[indole-3,3′-pyrrolidine]-5′-carboxylic acid trifluoroacetic acid), NC1=C(C=C(C(=O)OC)C=C1)OC (methyl 4-amino-3-methoxybenzoate), C(C)(C)N(CC)C(C)C (diisopropylethylamine), C1(=CC=CC=C1)P(=O)(C1=CC=CC=C1)Cl (diphenylphosphinic chloride). Product: COC(C1=CC(=C(C=C1)NC(=O)[C@H]1[C@@H]([C@@]2([C@@H](N1)CC(C)(C)C)C(NC1=CC(=CC=C12)Cl)=O)C1=CC(=CC(=C1)F)Cl)OC)=O (rac-4-{[(2′S,3′R,4′R,5′R)-6-chloro-4′-(3-chloro-5-fluoro-phenyl)-2′-(2,2-dimethyl-propyl)-2-oxo-1,2-dihydro-spiro[indole-3,3′-pyrrolidine]-5′-carbonyl]amino}-3-methoxy-benzoic acid methyl ester). As a reaction SMILES: FC(F)(F)C(O)=O.[Cl:8][C:9]1[CH:14]=[C:13]2[NH:15][C:16](=[O:38])[C:17]3([CH:21]([C:22]4[CH:27]=[C:26]([F:28])[CH:25]=[C:24]([Cl:29])[CH:23]=4)[CH:20]([C:30]([OH:32])=O)[NH:19][CH:18]3[CH2:33][C:34]([CH3:37])([CH3:36])[CH3:35])[C:12]2=[CH:11][CH:10]=1.C(N(C(C)C)CC)(C)C.C1(P(Cl)(C2C=CC=CC=2)=O)C=CC=CC=1.[NH2:63][C:64]1[CH:73]=[CH:72][C:67]([C:68]([O:70][CH3:71])=[O:69])=[CH:66][C:65]=1[O:74][CH3:75]>>[CH3:71][O:70][C:68](=[O:69])[C:67]1[CH:72]=[CH:73][C:64]([NH:63][C:30]([C@@H:20]2[NH:19][C@@H:18]([CH2:33][C:34]([CH3:36])([CH3:35])[CH3:37])[C@:17]3([C:12]4[C:13](=[CH:14][C:9]([Cl:8])=[CH:10][CH:11]=4)[NH:15][C:16]3=[O:38])[C@H:21]2[C:22]2[CH:27]=[C:26]([F:28])[CH:25]=[C:24]([Cl:29])[CH:23]=2)=[O:32])=[C:65]([O:74][CH3:75])[CH:66]=1 |f:0.1|. Procedure: In a manner similar to the method described in Example 5, rac-(2′S,3′R,4′R,5′R)-6-chloro-4′-(3-chloro-5-fluoro-phenyl)-2′-(2,2-dimethyl-propyl)-2-oxo-1,2-dihydro-spiro[indole-3,3′-pyrrolidine]-5′-carboxylic acid trifluoroacetic acid prepared in Example 87 (0.4 g, 0.69 mmol), was reacted with diisopropylethylamine (0.46 g, 3.6 mmol), diphenylphosphinic chloride (0.34 g, 1.4 mmol), then reacted with methyl 4-amino-3-methoxybenzoate (Ark Pharm) (0.19 g, 1.07 mmol) to give rac-4-{[(2′S,3′R,4′R,5′R)-... The reactants are COC=1C=C2CC(NC2=CC1)=O (5-methoxyoxindole), C(=O)C1=CC=C2C(=NNC2=C1)/C=C/C(=O)OCC ((E)-ethyl 3-(6-formyl-1H-indazol-3-yl)acrylate). The product is COC=1C=C2/C(/C(NC2=CC1)=O)=C\C1=CC=C2C(=NNC2=C1)/C=C/C(=O)OCC ((E)-ethyl 3-(6-((E)-(5-methoxy-2-oxoindolin-3-ylidene)methyl)-1H-indazol-3-yl)acrylate). Yield: 77.0%. As a reaction SMILES: [CH3:1][O:2][C:3]1[CH:4]=[C:5]2[C:9](=[CH:10][CH:11]=1)[NH:8][C:7](=[O:12])[CH2:6]2.[CH:13]([C:15]1[CH:23]=[C:22]2[C:18]([C:19](/[CH:24]=[CH:25]/[C:26]([O:28][CH2:29][CH3:30])=[O:27])=[N:20][NH:21]2)=[CH:17][CH:16]=1)=O>>[CH3:1][O:2][C:3]1[CH:4]=[C:5]2[C:9](=[CH:10][CH:11]=1)[NH:8][C:7](=[O:12])/[C:6]/2=[CH:13]/[C:15]1[CH:23]=[C:22]2[C:18]([C:19](/[CH:24]=[CH:25]/[C:26]([O:28][CH2:29][CH3:30])=[O:27])=[N:20][NH:21]2)=[CH:17][CH:16]=1. Procedure details: The title compound (60 mg, 77%) was synthesized as an orange red solid according to the method described for Example A67 (oil temp 75° C., reflux 2 h) using 5-methoxyoxindole (26.8 mg, 0.2 mmol) and (E)-ethyl 3-(6-formyl-1H-indazol-3-yl)acrylate (48.8 mg, 0.2 mmol). 1H NMR (400 MHz, DMSO-d6) δ 13.80 (brs, 1H, NH), 10.44 (s, 1H, NH), 8.26 (d, J=8.4 Hz, 1H), 7.96 (s, 1H), 7.92 (d, J=16.4 Hz, 1H), 7.77 (s, 1H), 7.56 (d, J=8.4 Hz, 1H), 7.14 (d, 1H), 6.90-6.80 (m, 3H), 4.23 (q, J=7.2 Hz, 2H), 3.58 (s... Run at time 1 hour. Reported procedure: A sample of 11 grams of carbonyl diimidazole in 50 ml. of methylene chloride is stirred and an equivalent amount of 5,6,7,8-tetrahydro-8-oxo-4H-cyclohepta[b]thiophen-4-amine in 50 ml. of methylene chloride is added. After one hour, 3.74 grams of propargylamine in 50 ml. of methylene chloride is added. The mixture is stirred at room temperature for 3 hours and the title compound is collected by filtration. Solvent: C(Cl)Cl (methylene chloride), C(Cl)Cl (methylene chloride), C(Cl)Cl (methylene chloride). The product is C(C#C)NC(=O)NC1CCCC(C=2SC=CC21)=O (1-(2-propynyl)-3-(5,6,7,8-tetrahydro-8-oxo-4H-cyclohepta[b]thien-4-yl)urea). Reactants: C(=O)(C=1NC=CN1)C=1NC=CN1 (carbonyl diimidazole), O=C1CCCC(C2=C1SC=C2)N (5,6,7,8-tetrahydro-8-oxo-4H-cyclohepta[b]thiophen-4-amine), C(C#C)N (propargylamine). RXN SMILES: [C:1](C1NC=CN=1)(C1NC=CN=1)=[O:2].[O:13]=[C:14]1[C:20]2[S:21][CH:22]=[CH:23][C:19]=2[CH:18]([NH2:24])[CH2:17][CH2:16][CH2:15]1.[CH2:25]([NH2:28])[C:26]#[CH:27]>C(Cl)Cl>[CH2:25]([NH:28][C:1]([NH:24][CH:18]1[C:19]2[CH:23]=[CH:22][S:21][C:20]=2[C:14](=[O:13])[CH2:15][CH2:16][CH2:17]1)=[O:2])[C:26]#[CH:27].